From a dataset of the Open Reaction Database (ORD), a public repository of structured organic reaction records. describe an organic reaction: reactants, conditions, products, and yield Reactants: CCCCCC=CCC=CCCCCCCCC(=O)OCCCCCCCCCCCCCCCCCCCCCCCCCCCCCCO, CC(C)O, O=[Cr](=O)(O)O. Product: CCCCCC=CCC=CCCCCCCCC(=O)OCCCCCCCCCCCCCCCCCCCCCCCCCCCCCC(=O)O. As a reaction SMILES: [C:1]([CH2:2][CH2:3][CH2:4][CH2:5][CH2:6][CH2:7][CH2:8][CH:9]=[CH:10][CH2:11][CH:12]=[CH:13][CH2:14][CH2:15][CH2:16][CH2:17][CH3:18])(=[O:19])[O:20][CH2:21][CH2:22][CH2:23][CH2:24][CH2:25][CH2:26][CH2:27][CH2:28][CH2:29][CH2:30][CH2:31][CH2:32][CH2:33][CH2:34][CH2:35][CH2:36][CH2:37][CH2:38][CH2:39][CH2:40][CH2:41][CH2:42][CH2:43][CH2:44][CH2:45][CH2:46][CH2:47][CH2:48][CH2:49][CH2:50][OH:51].[CH3:57][CH:58]([OH:59])[CH3:60].[Cr:52](=[O:53])([OH:54])([OH:55])=[O:56]>>[C:1]([CH2:2][CH2:3][CH2:4][CH2:5][CH2:6][CH2:7][CH2:8][CH:9]=[CH:10][CH2:11][CH:12]=[CH:13][CH2:14][CH2:15][CH2:16][CH2:17][CH3:18])(=[O:19])[O:20][CH2:21][CH2:22][CH2:23][CH2:24][CH2:25][CH2:26][CH2:27][CH2:28][CH2:29][CH2:30][CH2:31][CH2:32][CH2:33][CH2:34][CH2:35][CH2:36][CH2:37][CH2:38][CH2:39][CH2:40][CH2:41][CH2:42][CH2:43][CH2:44][CH2:45][CH2:46][CH2:47][CH2:48][CH2:49][C:50](=[O:51])[OH:53]. The reactants are BrC=1C=CC(=C(C1)N1C(C=CC2=CC(=CC=C12)S(=O)(=O)OC1=C(C(=C(C(=C1F)F)F)F)F)=O)OC (perfluorophenyl 1-(5-bromo-2-methoxyphenyl)-2-oxo-1,2-dihydroquinoline-6-sulfonate), COC1=CC=C(CNC2=NOC=C2)C=C1 (N-(4-methoxybenzyl)isoxazol-3-amine), C[Si](C)(C)[N-][Si](C)(C)C.[Li+] (Lithium bis(trimethylsilyl)amide). Run at temperature 0 celsius, time 45 minute. Yields the product BrC=1C=CC(=C(C1)N1C(C=CC2=CC(=CC=C12)S(=O)(=O)N(CC1=CC=C(C=C1)OC)C1=NOC=C1)=O)OC (1-(5-bromo-2-methoxyphenyl)-N-(isoxazol-3-yl)-N-(4-methoxybenzyl)-2-oxo-1,2-dihydroquinoline-6-sulfonamide). Isolated yield 70.1%. As a reaction SMILES: [Br:1][C:2]1[CH:3]=[CH:4][C:5]([O:34][CH3:35])=[C:6]([N:8]2[C:17]3[C:12](=[CH:13][C:14]([S:18](OC4C(F)=C(F)C(F)=C(F)C=4F)(=[O:20])=[O:19])=[CH:15][CH:16]=3)[CH:11]=[CH:10][C:9]2=[O:33])[CH:7]=1.[CH3:36][O:37][C:38]1[CH:50]=[CH:49][C:41]([CH2:42][NH:43][C:44]2[CH:48]=[CH:47][O:46][N:45]=2)=[CH:40][CH:39]=1.C[Si]([N-][Si](C)(C)C)(C)C.[Li+]>>[Br:1][C:2]1[CH:3]=[CH:4][C:5]([O:34][CH3:35])=[C:6]([N:8]2[C:17]3[C:12](=[CH:13][C:14]([S:18]([N:43]([C:44]4[CH:48]=[CH:47][O:46][N:45]=4)[CH2:42][C:41]4[CH:40]=[CH:39][C:38]([O:37][CH3:36])=[CH:50][CH:49]=4)(=[O:20])=[O:19])=[CH:15][CH:16]=3)[CH:11]=[CH:10][C:9]2=[O:33])[CH:7]=1 |f:2.3|. Reported procedure: A flask containing perfluorophenyl 1-(5-bromo-2-methoxyphenyl)-2-oxo-1,2-dihydroquinoline-6-sulfonate (3.65 g, 6.33 mmol) and N-(4-methoxybenzyl)isoxazol-3-amine (1.358 g, 6.65 mmol) was flushed with nitrogen and then charged with THF (63.3 ml) and cooled to 0° C. Lithium bis(trimethylsilyl)amide (1.0M in THF) (6.97 ml, 6.97 mmol) was added slowly, and the solution was stirred at 0° C. for 45 minutes until complete consumption of starting material. The reaction was quenched with water and extrac... Yields the product COc1c(N2CCNCC2)c(F)cc2c(=O)c(C(=O)O)cn(C3CC3)c12. Reaction SMILES: [B:1]([F:2])[F:3].[CH2:25]1[CH2:26][NH:27][CH2:28][CH2:29][NH:30]1.[CH3:31][CH2:32][O:33][CH2:34][CH3:35].[CH3:36][S:37](=[O:38])[CH3:39].[CH:4]1([n:7]2[cH:8][c:9]([C:22](=[O:23])[OH:24])[c:10](=[O:21])[c:11]3[cH:12][c:13]([F:20])[c:14]([F:19])[c:15]([O:17][CH3:18])[c:16]23)[CH2:5][CH2:6]1>>[CH:4]1([n:7]2[cH:8][c:9]([C:22](=[O:23])[OH:24])[c:10](=[O:21])[c:11]3[cH:12][c:13]([F:20])[c:14]([N:27]4[CH2:26][CH2:25][NH:30][CH2:29][CH2:28]4)[c:15]([O:17][CH3:18])[c:16]23)[CH2:5][CH2:6]1. The reactants are FBF, C1CNCCN1, CCOCC, CS(C)=O, COc1c(F)c(F)cc2c(=O)c(C(=O)O)cn(C3CC3)c12.